This data is from the Open Reaction Database (ORD), a public repository of structured organic reaction records. The task is: describe an organic reaction: reactants, conditions, products, and yield Reactants: N1=C(C=CC=C1)S(=O)(=O)N (2-pyridinesulfonamide), C(OCCC1=CC=C(C=C1)N1C(=NC2=C1C=C(C(=C2)C(F)(F)F)Cl)CC)(OC2=CC=CC=C2)=O (2-{4-[6-chloro-2-ethyl-5-(trifluoromethyl)-1H-benzimidazol-1-yl]phenyl}ethyl phenyl carbonate). The product is N1=C(C=CC=C1)S(=O)(=O)NC(OCCC1=CC=C(C=C1)N1C(=NC2=C1C=C(C(=C2)C(F)(F)F)Cl)CC)=O (2-{4-[6-CHLORO-2-ETHYL-5-(TRIFLUOROMETHYL)-1H-BENZIMIDAZOL-1-YL]PHENYL}ETHYL 2-PYRIDINYLSULFONYLCARBAMATE). RXN SMILES: [N:1]1[CH:6]=[CH:5][CH:4]=[CH:3][C:2]=1[S:7]([NH2:10])(=[O:9])=[O:8].[C:11](=O)([O:37]C1C=CC=CC=1)[O:12][CH2:13][CH2:14][C:15]1[CH:20]=[CH:19][C:18]([N:21]2[C:25]3[CH:26]=[C:27]([Cl:34])[C:28]([C:30]([F:33])([F:32])[F:31])=[CH:29][C:24]=3[N:23]=[C:22]2[CH2:35][CH3:36])=[CH:17][CH:16]=1>>[N:1]1[CH:6]=[CH:5][CH:4]=[CH:3][C:2]=1[S:7]([NH:10][C:11](=[O:37])[O:12][CH2:13][CH2:14][C:15]1[CH:16]=[CH:17][C:18]([N:21]2[C:25]3[CH:26]=[C:27]([Cl:34])[C:28]([C:30]([F:31])([F:33])[F:32])=[CH:29][C:24]=3[N:23]=[C:22]2[CH2:35][CH3:36])=[CH:19][CH:20]=1)(=[O:9])=[O:8]. Procedure details: The title compound was prepared according to the procedure described in step 2 of Example 243 from 2-pyridinesulfonamide (Naito, T.; et al., Chem. Pharm. Bull., 1955, 3, 38) and 2-[4-(2-ethyl-5,7-dimethyl-3H-imidazo[4,5-b]pyridin-3-yl)phenyl]ethylcarbamate (step 1 of Example 243). Reactants: Br (hydrobromic acid), BrBr (bromine), C1(=CC=CC2=CC=CC=C12)C1C(NC(NC1=O)=O)=O (5-naphtylbarbituric Acid). The solvent is C(C)O (ethanol). Reaction conditions: temperature 0 celsius. Product: BrC1(C(NC(NC1=O)=O)=O)C1=CC=CC2=CC=CC=C12 (5-Bromo-5-Naphtylbarbituric Acid). RXN SMILES: [C:1]1([CH:11]2[C:16](=[O:17])[NH:15][C:14](=[O:18])[NH:13][C:12]2=[O:19])[C:10]2[C:5](=[CH:6][CH:7]=[CH:8][CH:9]=2)[CH:4]=[CH:3][CH:2]=1.[BrH:20].BrBr>C(O)C>[Br:20][C:11]1([C:1]2[C:10]3[C:5](=[CH:6][CH:7]=[CH:8][CH:9]=3)[CH:4]=[CH:3][CH:2]=2)[C:16](=[O:17])[NH:15][C:14](=[O:18])[NH:13][C:12]1=[O:19]. Procedure: A suspension of 5-naphtylbarbituric Acid (0.2 g) in 1.5 ml of 95% ethanol, cooled at 0° C. and kept under stirring, is added dropwise with 48% hydrobromic acid (0.5 ml) and successively with 4.4 μl of bromine. After 4 hours under stirring at room temperature the solid is filtered and washed with water, then it is dried under vacuum at 40° C. overnight. 0.25 g of the product are obtained. Starting materials: BrCCCCBr (1,4-dibromobutane), ClC=1C(=CC(=NC1)N[C@@H]1CC[C@H](CC1)N)C1=NC(=C(N=C1)Cl)NCC1CCOCC1 (trans-N1-(5-chloro-4-(5-chloro-6-((tetrahydro-2H-pyran-4-yl)methyl)aminopyrazin-2-yl)pyridin-2-yl)cyclohexane-1,4-diamine), C(=O)([O-])[O-].[K+].[K+] (K2CO3). Run in CN(C)C=O (DMF). Reaction conditions: temperature 60 celsius. The product is ClC=1C(=NC(=CN1)C1=CC(=NC=C1Cl)N[C@@H]1CC[C@H](CC1)N1CCCC1)NCC1CCOCC1 (3-chloro-6-(5-chloro-2-(trans-4-(pyrrolidin-1-yl)cyclohexylamino)pyridin-4-yl)-N-((tetrahydro-2H-pyran-4-yl)methyl)pyrazin-2-amine). Isolated yield 22.7%. As a reaction SMILES: [Cl:1][C:2]1[C:3]([C:16]2[CH:21]=[N:20][C:19]([Cl:22])=[C:18]([NH:23][CH2:24][CH:25]3[CH2:30][CH2:29][O:28][CH2:27][CH2:26]3)[N:17]=2)=[CH:4][C:5]([NH:8][C@H:9]2[CH2:14][CH2:13][C@H:12]([NH2:15])[CH2:11][CH2:10]2)=[N:6][CH:7]=1.C([O-])([O-])=O.[K+].[K+].Br[CH2:38][CH2:39][CH2:40][CH2:41]Br>CN(C=O)C>[Cl:22][C:19]1[C:18]([NH:23][CH2:24][CH:25]2[CH2:26][CH2:27][O:28][CH2:29][CH2:30]2)=[N:17][C:16]([C:3]2[C:2]([Cl:1])=[CH:7][N:6]=[C:5]([NH:8][C@H:9]3[CH2:14][CH2:13][C@H:12]([N:15]4[CH2:41][CH2:40][CH2:39][CH2:38]4)[CH2:11][CH2:10]3)[CH:4]=2)=[CH:21][N:20]=1 |f:1.2.3|. Procedure: To a scintillation vial containing trans-N1-(5-chloro-4-(5-chloro-6-((tetrahydro-2H-pyran-4-yl)methyl)aminopyrazin-2-yl)pyridin-2-yl)cyclohexane-1,4-diamine (12 mg, 0.027 mmol) and K2CO3 (3.67 mg, 0.027 mmol) was added DMF (1 ml) and 1,4-dibromobutane (3.15 μl, 0.027 mmol). The reaction mixture was capped and heated to 60° C. for 3 hr. The crude solution was concentrated and purified by reverse phase preparative HPLC to yield 3-chloro-6-(5-chloro-2-(trans-4-(pyrrolidin-1-yl)cyclohexylamino)pyrid... Reactants: O (water), C(C)(=O)N1CCN(CC1)C1=NC(=CC(=N1)OCC)OCC (1-acetyl-4-(4,6-diethoxypyrimidin-2-yl)piperazine), [OH-].[Na+] (sodium hydroxide), O (water). The solvent is C(C)O (ethanol). Yields the product C(C)OC1=NC(=NC(=C1)OCC)N1CCNCC1 (1-(4,6-Diethoxypyrimidin-2-yl)piperazine). Yield: 103.7%. RXN SMILES: C([N:4]1[CH2:9][CH2:8][N:7]([C:10]2[N:15]=[C:14]([O:16][CH2:17][CH3:18])[CH:13]=[C:12]([O:19][CH2:20][CH3:21])[N:11]=2)[CH2:6][CH2:5]1)(=O)C.[OH-].[Na+].O>C(O)C>[CH2:17]([O:16][C:14]1[CH:13]=[C:12]([O:19][CH2:20][CH3:21])[N:11]=[C:10]([N:7]2[CH2:8][CH2:9][NH:4][CH2:5][CH2:6]2)[N:15]=1)[CH3:18] |f:1.2|. Procedure details: A solution of 1-acetyl-4-(4,6-diethoxypyrimidin-2-yl)piperazine (1.8 g) and sodium hydroxide (1.0 g) in ethanol (10 ml)—water (10 ml) was refluxed under heating for 11 hr. The reaction mixture was poured into water and extracted with chloroform. The extract was dried over anhydrous sodium sulfate and the solvent was evaporated to give the title compound (1.6 g) as a pale-brown oil. Reactants: C1(CC1)NC1=NC=NC2=CC(=CC=C12)NCC=1C=C(C=CC1)S(=O)(=NC(=O)OCC)C ((RS)-S-[3-({[4-(cyclopropylamino)quinazolin-7-yl]amino}methyl)phenyl]-N-(ethoxycarbonyl)-S-methylsulphoximide), CCCCCC.C(C)(=O)OCC (n-hexane ethyl acetate), →, C(C)(=O)OCC (ethyl acetate), ClCCl.CO (dichloromethane methanol), →. The solvent is CO (methanol). Product: C1(CC1)NC1=NC=NC2=CC(=CC=C12)NCC=1C=C(C=CC1)S(=O)(=N)C ((RS)-S-[3-({[4-(Cyclopropylamino)quinazolin-7-yl]amino}methyl)phenyl]-S-methylsulphoximide). The yield is 74.0%. Reaction SMILES: [CH:1]1([NH:4][C:5]2[C:14]3[C:9](=[CH:10][C:11]([NH:15][CH2:16][C:17]4[CH:18]=[C:19]([S:23]([CH3:31])(=[N:25]C(OCC)=O)=[O:24])[CH:20]=[CH:21][CH:22]=4)=[CH:12][CH:13]=3)[N:8]=[CH:7][N:6]=2)[CH2:3][CH2:2]1.CCCCCC.C(OCC)(=O)C.C(OCC)(=O)C.ClCCl.CO>CO>[CH:1]1([NH:4][C:5]2[C:14]3[C:9](=[CH:10][C:11]([NH:15][CH2:16][C:17]4[CH:18]=[C:19]([S:23]([CH3:31])(=[NH:25])=[O:24])[CH:20]=[CH:21][CH:22]=4)=[CH:12][CH:13]=3)[N:8]=[CH:7][N:6]=2)[CH2:2][CH2:3]1 |f:1.2,4.5|. Procedure details: According to GWP 6, conversion of (RS)-S-[3-({[4-(cyclopropylamino)quinazolin-7-yl]amino}methyl)phenyl]-N-(ethoxycarbonyl)-S-methylsulphoximide (58 mg, 0.13 mmol) and chromatographic purification (silica gel, n-hexane/ethyl acetate: 0→100% ethyl acetate, followed by dichloromethane/methanol: 0→25% methanol) gives the desired product in 74% yield (36 mg). Starting materials: C(C)OC(C(C(=O)OCC)CC(OC)OC)=O (β,β-dimethoxyethylmalonic acid diethyl ester), [OH-].[Na+] (sodium hydroxide), C(=O)=O (carbon dioxide). The solvent is C(C)O (ethanol). Run at time 24 hour. The product is COC(CCC(OC)OC)=O (4,4-dimethoxybutyric acid methyl ester). As a reaction SMILES: [CH2:1]([O:3][C:4](=[O:17])[CH:5]([CH2:11][CH:12]([O:15][CH3:16])[O:13][CH3:14])C(OCC)=O)C.[OH-].[Na+].C(=O)=O>C(O)C>[CH3:1][O:3][C:4](=[O:17])[CH2:5][CH2:11][CH:12]([O:15][CH3:16])[O:13][CH3:14] |f:1.2|. Reported procedure: To 0.5 moles of diethylmalonate in 0.5 liters of dry benzene is added 0.5 moles of sodium hydride cautiously and the mixture stirred until hydrogen evolution ceases. Then 0.5 moles of bromoacetaldehydedimethylacetal [(CH3O)2 --CH--CH2 --Br] in 100 ml. of benzene is added and the mixture stirred overnight followed by refluxing for 2 hours. The reaction mixture is cooled, washed with water and purified by vacuum distillation to give β,β-dimethoxyethylmalonic acid diethyl ester. A mixture of 5 g. o...